From a dataset of the Open Reaction Database (ORD), a public repository of structured organic reaction records. describe an organic reaction: reactants, conditions, products, and yield Starting materials: CN1N=CC(=C1)B1OC(C(O1)(C)C)(C)C (1-Methyl-4-(4,4,5,5-tetramethyl-[1,3,2]dioxaborolan-2-yl)-1H-pyrazole), BrC=1C=C(C=C(C1)Br)O (3,5-Dibromo-phenol), C([O-])([O-])=O.[K+].[K+] (potassium carbonate). The reagents and catalysts are Cl[Pd]([P](C1=CC=CC=C1)(C2=CC=CC=C2)C3=CC=CC=C3)([P](C4=CC=CC=C4)(C5=CC=CC=C5)C6=CC=CC=C6)Cl (bis(triphenylphosphine)palladium(II) chloride). The solvent is CN(C)C=O (DMF), O (water). Conditions: temperature 800 celsius. The product is BrC=1C=C(C=C(C1)C=1C=NN(C1)C)O (3-Bromo-5-(1-methyl-1H-pyrazol-4-yl)-phenol). Isolated yield 37.0%. Reaction SMILES: [CH3:1][N:2]1[CH:6]=[C:5](B2OC(C)(C)C(C)(C)O2)[CH:4]=[N:3]1.[Br:16][C:17]1[CH:18]=[C:19]([OH:24])[CH:20]=[C:21](Br)[CH:22]=1.C(=O)([O-])[O-].[K+].[K+]>CN(C=O)C.O.Cl[Pd](Cl)([P](C1C=CC=CC=1)(C1C=CC=CC=1)C1C=CC=CC=1)[P](C1C=CC=CC=1)(C1C=CC=CC=1)C1C=CC=CC=1>[Br:16][C:17]1[CH:18]=[C:19]([OH:24])[CH:20]=[C:21]([C:5]2[CH:4]=[N:3][N:2]([CH3:1])[CH:6]=2)[CH:22]=1 |f:2.3.4,^1:39,58|. Procedure: 1-Methyl-4-(4,4,5,5-tetramethyl-[1,3,2]dioxaborolan-2-yl)-1H-pyrazole (750 mg; 3.6 mmol; 1.0 eq.), 3,5-Dibromo-phenol (4.54 g; 18.0 mmol; 5.0 eq.), bis(triphenylphosphine)palladium(II) chloride (253 mg; 0.36 mmol; 0.1 eq.) and potassium carbonate (2.49 g; 18.02 mmol; 5 eq.) were suspended in DMF (80 mL) and water (1 mL). The reaction mixture was then heated at 800° C. for 16 h in a sealed tube. It was filtered through Celite and the filtrate was concentrated under reduced pressure. Purification ... Starting materials: O=[O+][O-] (ozone), O=[O+][O-] (ozone), C(C=CC)C1C(C2=CC(=C(C=C2C1)OC)OC)=O ((RS)-2-(2-buten-1-yl)-5,6-dimethoxy-1-indanone). The solvent is ClCCl (dichloromethane), CO (methanol). Conditions: time 30 minute. Yields the product O=CCC1C(C2=CC(=C(C=C2C1)OC)OC)=O ((RS)-2-(2-oxoethyl)-5,6-dimethoxy-1-indanone). Isolated yield 73.0%. RXN SMILES: [O:1]=[O+][O-].[CH2:4]([CH:8]1[CH2:16][C:15]2[C:10](=[CH:11][C:12]([O:19][CH3:20])=[C:13]([O:17][CH3:18])[CH:14]=2)[C:9]1=[O:21])[CH:5]=CC>ClCCl.CO>[O:1]=[CH:5][CH2:4][CH:8]1[CH2:16][C:15]2[C:10](=[CH:11][C:12]([O:19][CH3:20])=[C:13]([O:17][CH3:18])[CH:14]=2)[C:9]1=[O:21]. Procedure details: An ozone stream (3 g ozone/hour) was conducted while stirring for 30 minutes through a solution, cooled to -70°, of 6.8 g of (RS)-2-(2-buten-1-yl)-5,6-dimethoxy-1-indanone in 100 ml of anhydrous dichloromethane and 20 ml of anhydrous methanol. Subsequently, the solution was flushed with oxygen for 5 minutes and with argon for 10 minutes. After the addition of 4 ml of dimethyl sulfide, the mixture was stirred at room temperature for 15 hours. The reaction mixture was evaporated in a vacuum, the r... Starting materials: C(CC(C)(O)C(=O)O)(=O)O (citramalic acid), C(\C(\C)=C/C(=O)O)(=O)O (citraconic acid), C(C(=C)CC(=O)O)(=O)O (itaconic acid), C(/C(=C\C(=O)O)/C(=O)O)C(=O)O (trans-aconitic acid). Yields the product C(CC(O)(C(=O)O)CC(=O)O)(=O)O (citric acid). The yield is 47.0%. Reaction SMILES: [C:1]([OH:10])(=[O:9])[CH2:2][C:3]([C:6]([OH:8])=[O:7])([OH:5])[CH3:4].C(O)(=O)/C(=C\[C:15]([OH:17])=[O:16])/C.C(O)(=O)C(CC(O)=O)=C.C(C(O)=O)/C(/C(O)=O)=C\C(O)=O>>[C:1]([OH:10])(=[O:9])[CH2:2][C:3]([CH2:4][C:15]([OH:17])=[O:16])([C:6]([OH:8])=[O:7])[OH:5]. Procedure: Trans-aconitic acid, 17.4 g (0.10 mole) is dissolved in 300 mls of water. An excess of magnesium hydroxide, 25 g (0.43 mole), is added. This brings the pH to 9.0 and produces a mixture of the magnesium salt of trans-aconitic acid and free magnesium hydroxide. The resulting mixture is then stirred and heated for 6 hours in a Parr pressure reactor at a temperature of 170° C. The reaction mixture is then cooled, mixed with 143 g of 30% sulfuric acid solution and the resulting solution evaporated to... Reactants: C(C1=CC=CC=C1)OCC(=O)C1=C(C=CC=C1)OCC1=CC=CC=C1 (2-benzyloxy-1-(2-benzyloxy-phenyl)-ethanone), C(C)(=O)N (acetamide), B(F)(F)F.CCOCC (boron trifluoride etherate). The solvent is C=1(C(=CC=CC1)C)C (xylene). Yields the product C(C1=CC=CC=C1)OC1=C(C=CC=C1)C=1N=C(OC1)C1=CC=CC=C1 (4-(2-benzyloxyphenyl)-2-phenyl-1,3-oxazole). Yield: 29.3%. RXN SMILES: [CH2:1]([O:8][CH2:9][C:10]([C:12]1[CH:17]=[CH:16][CH:15]=[CH:14][C:13]=1[O:18][CH2:19][C:20]1[CH:25]=[CH:24][CH:23]=[CH:22][CH:21]=1)=O)[C:2]1[CH:7]=[CH:6][CH:5]=[CH:4][CH:3]=1.C([NH2:29])(=O)C.B(F)(F)F.CCOCC>C1(C)C(C)=CC=CC=1>[CH2:19]([O:18][C:13]1[CH:14]=[CH:15][CH:16]=[CH:17][C:12]=1[C:10]1[N:29]=[C:1]([C:2]2[CH:7]=[CH:6][CH:5]=[CH:4][CH:3]=2)[O:8][CH:9]=1)[C:20]1[CH:25]=[CH:24][CH:23]=[CH:22][CH:21]=1 |f:2.3|. Reported procedure: 3.46 g of 2-benzyloxy-1-(2-benzyloxy-phenyl)-ethanone according to step (c) are refluxed with 2.95 g of acetamide and 0.9 ml of boron trifluoride etherate in 100 ml of anhydrous xylene over 20 hours. After the solution obtained has been cooled and washed with water it is dried over sodium sulphate, the solvent is distilled off in vacuo and the residue remaining is chromatographed on silica gel (toluene). In addition to re-isolated educt, 1 g (31%) of the target compound is isolated. The reactants are CC(=O)O, CC(=O)O[BH-](OC(C)=O)OC(C)=O, CC=O, ClCCl, CCNc1cc(C)n2nc(-c3ccc(OC)cc3Cl)n(C)c(=O)c12, [Na+], O. Yields the product CCN(CC)c1cc(C)n2nc(-c3ccc(OC)cc3Cl)n(C)c(=O)c12. As a reaction SMILES: [C:21]([OH:22])(=[O:23])[CH3:24].[C:4]([O:5][BH-:6]([O:7][C:8](=[O:9])[CH3:10])[O:11][C:12](=[O:13])[CH3:14])(=[O:15])[CH3:16].[CH:1]([CH3:2])=[O:3].[Cl:18][CH2:19][Cl:20].[Cl:25][c:26]1[c:27](-[c:34]2[n:35][n:36]3[c:37]([c:38](=[O:41])[n:39]2[CH3:40])[c:42]([NH:46][CH2:47][CH3:48])[cH:43][c:44]3[CH3:45])[cH:28][cH:29][c:30]([O:32][CH3:33])[cH:31]1.[Na+:17].[OH2:49]>>[CH2:1]([CH3:2])[N:46]([c:42]1[c:37]2[n:36]([n:35][c:34](-[c:27]3[c:26]([Cl:25])[cH:31][c:30]([O:32][CH3:33])[cH:29][cH:28]3)[n:39]([CH3:40])[c:38]2=[O:41])[c:44]([CH3:45])[cH:43]1)[CH2:47][CH3:48].